Dataset: the Open Reaction Database (ORD), a public repository of structured organic reaction records. Task: describe an organic reaction: reactants, conditions, products, and yield Starting materials: ClC1=C(C(=O)NCC(=O)C2=CSC=C2)C=CC=C1 (N-(2-chlorobenzoyl)-N-[(3-thienylcarbonyl)methyl]amine), [H-].[Na+] (sodium hydride), BrCC(=O)OCC (ethyl bromoacetate). Product: ClC1=C(C(=O)NC(CC(=O)OCC)C(=O)C2=CSC=C2)C=CC=C1 (ethyl 3-(2-chlorobenzoylamino)-3-(3-thienylcarbonyl)propionate). Isolated yield 97.3%. Reaction SMILES: [Cl:1][C:2]1[CH:18]=[CH:17][CH:16]=[CH:15][C:3]=1[C:4]([NH:6][CH2:7][C:8]([C:10]1[CH:14]=[CH:13][S:12][CH:11]=1)=[O:9])=[O:5].[H-].[Na+].Br[CH2:22][C:23]([O:25][CH2:26][CH3:27])=[O:24]>>[Cl:1][C:2]1[CH:18]=[CH:17][CH:16]=[CH:15][C:3]=1[C:4]([NH:6][CH:7]([C:8]([C:10]1[CH:14]=[CH:13][S:12][CH:11]=1)=[O:9])[CH2:22][C:23]([O:25][CH2:26][CH3:27])=[O:24])=[O:5] |f:1.2|. Procedure: 11.0 g of N-(2-chlorobenzoyl)-N-[(3-thienylcarbonyl)methyl]amine, 2.17 g of 50% sodium hydride and 7.9 g of ethyl bromoacetate are treated in the same manner as described in Preparation 1-(4). 14 g of ethyl 3-(2-chlorobenzoylamino)-3-(3-thienylcarbonyl)propionate are thereby obtained as an oil. Yield: 97.2% Starting materials: CC(C)(C)O, ClCCl, O=C(O)C1Cc2ccccc2N1C(=O)OCc1ccccc1, CN(C)c1ccncc1, Cl, N=C=N. Product: CC(C)(C)OC(=O)C1Cc2ccccc2N1C(=O)OCc1ccccc1. RXN SMILES: [C:27]([CH3:28])([CH3:29])([CH3:30])[OH:31].[CH2:41]([Cl:42])[Cl:43].[CH2:5]([c:6]1[cH:7][cH:8][cH:9][cH:10][cH:11]1)[O:12][C:13](=[O:14])[N:15]1[CH:16]([C:24](=[O:25])[OH:26])[CH2:17][c:18]2[cH:19][cH:20][cH:21][cH:22][c:23]21.[CH3:32][N:33]([CH3:34])[c:35]1[cH:36][cH:37][n:38][cH:39][cH:40]1.[ClH:1].[NH:2]=[C:3]=[NH:4]>>[CH2:5]([c:6]1[cH:7][cH:8][cH:9][cH:10][cH:11]1)[O:12][C:13](=[O:14])[N:15]1[CH:16]([C:24](=[O:25])[O:26][C:27]([CH3:28])([CH3:29])[CH3:30])[CH2:17][c:18]2[cH:19][cH:20][cH:21][cH:22][c:23]21. Starting materials: ClCCl, Nc1ccc(F)cc1, O=[N+]([O-])c1ccc(F)cc1F, [Na+], [Na+], O=C([O-])[O-]. Product: O=[N+]([O-])c1ccc(F)cc1Nc1ccc(F)cc1. As a reaction SMILES: [Cl:26][CH2:27][Cl:28].[F:12][c:13]1[cH:14][cH:15][c:16]([NH2:17])[cH:18][cH:19]1.[F:1][c:2]1[c:3]([N+:9](=[O:10])[O-:11])[cH:4][cH:5][c:6]([F:8])[cH:7]1.[Na+:20].[Na+:21].[O-:22][C:23](=[O:24])[O-:25]>>[c:2]1([NH:17][c:16]2[cH:15][cH:14][c:13]([F:12])[cH:19][cH:18]2)[c:3]([N+:9](=[O:10])[O-:11])[cH:4][cH:5][c:6]([F:8])[cH:7]1. Reactants: C([O-])([O-])=O.[K+].[K+] (potassium carbonate), OC1=CC=C(C2=C1OC1=C2C=CC=C1)C=O (4-hydroxy dibenzo[b,d]furan-1-carbaldehyde), C(C)OC(CBr)=O (ethylbromoacetate). Solvent: O (water), CN(C)C=O (DMF). Reaction conditions: temperature 80 celsius, time 10 minute. The product is C(C)OCOC(=O)C1=CC=C(C2=C1OC1=C2C=CC=C1)C=O (4-ethoxycarbomethoxy dibenzo[b,d]furan-1-carbaldehyde). Reaction SMILES: O[C:2]1[C:7]2[O:8][C:9]3[CH:14]=[CH:13][CH:12]=[CH:11][C:10]=3[C:6]=2[C:5]([CH:15]=[O:16])=[CH:4][CH:3]=1.[C:17](=O)([O-])[O-:18].[K+].[K+].[CH2:23]([O:25][C:26](=[O:29])CBr)[CH3:24]>CN(C=O)C.O>[CH2:23]([O:25][CH2:26][O:29][C:17]([C:2]1[C:7]2[O:8][C:9]3[CH:14]=[CH:13][CH:12]=[CH:11][C:10]=3[C:6]=2[C:5]([CH:15]=[O:16])=[CH:4][CH:3]=1)=[O:18])[CH3:24] |f:1.2.3|. Procedure details: Intermediate 19 (500 mg, 2.358 mmol) was dissolved in dry DMF (5 ml). Anhydrous potassium carbonate (650 mg, 4.716 mmol) was added to the above solution and was stirred for 10 min. at 80° C. To this was added ethylbromoacetate (2.0 eq.) and the reaction mixture was stirred for 1 h. The reaction mixture was cooled to room temperature and diluted with water (100 ml) and extracted with ethyl acetate (3×50 ml). The organic extract was washed with water (50 ml) and brine solution (25 ml) and dried ov... Reactants: FC1=C(C#N)C(=CC=C1)C(F)(F)F (2-Fluoro-6-(trifluoromethyl)benzonitrile), COC1=CC=C(CN)C=C1 (4-methoxybenzylamine). Run in O1CCOCC1 (1,4-dioxane). Run at temperature 180 celsius. The product is COC1=CC=C(CNC2=C(C#N)C(=CC=C2)C(F)(F)F)C=C1 (2-(4-methoxybenzylamino)-6-(trifluoromethyl)benzonitrile). Isolated yield 93.9%. Reaction SMILES: F[C:2]1[CH:9]=[CH:8][CH:7]=[C:6]([C:10]([F:13])([F:12])[F:11])[C:3]=1[C:4]#[N:5].[CH3:14][O:15][C:16]1[CH:23]=[CH:22][C:19]([CH2:20][NH2:21])=[CH:18][CH:17]=1>O1CCOCC1>[CH3:14][O:15][C:16]1[CH:23]=[CH:22][C:19]([CH2:20][NH:21][C:2]2[CH:9]=[CH:8][CH:7]=[C:6]([C:10]([F:13])([F:12])[F:11])[C:3]=2[C:4]#[N:5])=[CH:18][CH:17]=1. Reported procedure: 2-Fluoro-6-(trifluoromethyl)benzonitrile (2.44 g, 12.9 mmol) and 4-methoxybenzylamine (7.09 g, 51.7 mmol) were suspended in 1,4-dioxane (10 mL) and heated in a microwave at 180° C. for 30 min. The 1,4-dioxane was removed under vacuum, and the crude material was purified by chromatography on silica gel eluting with CH2Cl2 to give 3.71 g of 2-(4-methoxybenzylamino)-6-(trifluoromethyl)benzonitrile (94%) as an off white solid. 1H NMR (400 MHz, DMSO-d6) δ 3.71 (s, 3H), 4.42 (d, J=5.6 Hz, 2H), 6.89 (m... Reactants: O=S(=O)(Cl)c1cccc2cncc(Br)c12, CC(NC(=O)OC(C)(C)C)C1CCNCC1, CC(C)(C)OC(=O)NC1CCNC1, O=S(=O)(Cl)c1cccc2cncc(Cl)c12. Product: CC(NC(=O)OC(C)(C)C)C1CCN(S(=O)(=O)c2cccc3cncc(Cl)c23)CC1. As a reaction SMILES: [Br:32][c:33]1[c:34]2[c:35]([S:36]([Cl:37])(=[O:38])=[O:39])[cH:40][cH:41][cH:42][c:43]2[cH:44][n:45][cH:46]1.[C:16]([CH3:17])([CH3:18])([CH3:19])[O:20][C:21](=[O:22])[NH:23][CH:24]([CH3:25])[CH:26]1[CH2:27][CH2:28][NH:29][CH2:30][CH2:31]1.[C:47]([O:48][C:49]([NH:50][CH:51]1[CH2:52][CH2:53][NH:54][CH2:55]1)=[O:56])([CH3:57])([CH3:58])[CH3:59].[Cl:1][c:2]1[cH:3][n:4][cH:5][c:6]2[cH:7][cH:8][cH:9][c:10]([S:12](=[O:13])(=[O:14])[Cl:15])[c:11]12>>[Cl:1][c:2]1[cH:3][n:4][cH:5][c:6]2[cH:7][cH:8][cH:9][c:10]([S:12](=[O:13])(=[O:14])[N:29]3[CH2:28][CH2:27][CH:26]([CH:24]([NH:23][C:21]([O:20][C:16]([CH3:17])([CH3:18])[CH3:19])=[O:22])[CH3:25])[CH2:31][CH2:30]3)[c:11]12. The reactants are CCOC(C)=O, CS(C)=O, O=C(NCCc1ccc(Cl)cc1Cl)c1ccc(Cl)nc1, [N-]=[N+]=[N-], [Na+]. Yields the product [N-]=[N+]=Nc1ccc(C(=O)NCCc2ccc(Cl)cc2Cl)cn1. As a reaction SMILES: [CH3:25][CH2:26][O:27][C:28](=[O:29])[CH3:30].[CH3:31][S:32]([CH3:33])=[O:34].[Cl:1][c:2]1[cH:3][cH:4][c:5]([C:8](=[O:9])[NH:10][CH2:11][CH2:12][c:13]2[c:14]([Cl:20])[cH:15][c:16]([Cl:19])[cH:17][cH:18]2)[cH:6][n:7]1.[N-:22]=[N+:23]=[N-:24].[Na+:21]>>[c:2]1([N:22]=[N+:23]=[N-:24])[cH:3][cH:4][c:5]([C:8](=[O:9])[NH:10][CH2:11][CH2:12][c:13]2[c:14]([Cl:20])[cH:15][c:16]([Cl:19])[cH:17][cH:18]2)[cH:6][n:7]1.